Dataset: the Open Reaction Database (ORD), a public repository of structured organic reaction records. Task: describe an organic reaction: reactants, conditions, products, and yield The reactants are COC1=CC=C(CS[C@H](C(=O)NC(C(=O)O)C(=O)O)CC2=CC=CC=C2)C=C1 (2-((S)-2-(p-methoxybenzylmercapto)-3-phenylpropionylamino)malonic acid), acid, [Cl-].[Na+] (sodium chloride), CN1CCOCC1 (N-methylmorpholine), Cl.COC=1C=C(C=CC1OC)CCN (3,4-dimethoxyphenylethylamine hydrochloride), O1CCCC1 (tetrahydrofuran), O.ON1N=NC2=C1C=CC=C2 (1-hydroxybenztriazole hydrate), Cl.C(C)N=C=NCCCN(C)C (1-ethyl-3-(3-(dimethylamino)propyl)carbodiimide hydrochloric acid salt). Solvent: ClCCl.C(C)(=O)OCC (dichloromethane ethyl acetate), ClCCl.C(C)(=O)OCC (dichloromethane ethyl acetate), ClCCl (dichloromethane). Conditions: time 1 day. Product: COC=1C=C(CCNC(C(C(=O)NCCC2=CC(=C(C=C2)OC)OC)NC([C@H](CC2=CC=CC=C2)SCC2=CC=C(C=C2)OC)=O)=O)C=CC1OC (N,N′-di-(3,4-dimethoxyphenethyl)-2-((S)-2-(p-methoxybenzylmercapto)-3-phenylpropionylamino)malonamide). Reaction SMILES: [CH3:1][O:2][C:3]1[CH:28]=[CH:27][C:6]([CH2:7][S:8][C@@H:9]([CH2:20][C:21]2[CH:26]=[CH:25][CH:24]=[CH:23][CH:22]=2)[C:10]([NH:12][CH:13]([C:17]([OH:19])=O)[C:14](O)=[O:15])=[O:11])=[CH:5][CH:4]=1.[Cl-].[Na+].CN1[CH2:37][CH2:36][O:35][CH2:34]C1.Cl.[CH3:39][O:40][C:41]1[CH:42]=[C:43]([CH2:49][CH2:50][NH2:51])[CH:44]=[CH:45][C:46]=1[O:47][CH3:48].Cl.C(N=C=N[CH2:58][CH2:59][CH2:60][N:61](C)C)C.O.ON1C2C=CC=CC=2N=N1.[O:75]1[CH2:79][CH2:78][CH2:77][CH2:76]1>ClCCl.C(OCC)(=O)C.ClCCl>[CH3:34][O:35][C:36]1[CH:37]=[C:58]([CH:78]=[CH:77][C:76]=1[O:75][CH3:79])[CH2:59][CH2:60][NH:61][C:17](=[O:19])[CH:13]([NH:12][C:10](=[O:11])[C@@H:9]([S:8][CH2:7][C:6]1[CH:5]=[CH:4][C:3]([O:2][CH3:1])=[CH:28][CH:27]=1)[CH2:20][C:21]1[CH:26]=[CH:25][CH:24]=[CH:23][CH:22]=1)[C:14]([NH:51][CH2:50][CH2:49][C:43]1[CH:44]=[CH:45][C:46]([O:47][CH3:48])=[C:41]([O:40][CH3:39])[CH:42]=1)=[O:15] |f:1.2,4.5,6.7,8.9,11.12|. Procedure: Combine 2-((S)-2-(p-methoxybenzylmercapto)-3-phenylpropionylamino)malonic acid (prepared by the method of Preparation 5, 0.476 g, 63% acid/37% sodium chloride, 0.74 mmol), and N-methylmorpholine (0.27 mL, 2.4 mmol), 3,4-dimethoxyphenylethylamine hydrochloride (0.50 g, 2.3 mmol), dichloromethane (9 mL), and tetrahydrofuran (1 mL). Cool in an ice bath. Add, 1-ethyl-3-(3-(dimethylamino)propyl)carbodiimide hydrochloric acid salt (0.314 g, 1.64 mmol) and 1-hydroxybenztriazole hydrate (0.22 g, 1.64 mm... Reactants: CCO, Cl, [Na+], [OH-], CCCCCC(O)c1cccc(OCc2cccc(C#N)c2)c1, OO. The product is CCCCCC(O)c1cccc(OCc2cccc(C(N)=O)c2)c1. Reaction SMILES: [CH3:29][CH2:30][OH:31].[ClH:28].[Na+:27].[OH-:26].[OH:1][CH:2]([CH2:3][CH2:4][CH2:5][CH2:6][CH3:7])[c:8]1[cH:9][c:10]([O:11][CH2:12][c:13]2[cH:14][c:15]([C:16]#[N:17])[cH:18][cH:19][cH:20]2)[cH:21][cH:22][cH:23]1.[OH:24][OH:25]>>[OH:1][CH:2]([CH2:3][CH2:4][CH2:5][CH2:6][CH3:7])[c:8]1[cH:9][c:10]([O:11][CH2:12][c:13]2[cH:14][c:15]([C:16]([NH2:17])=[O:24])[cH:18][cH:19][cH:20]2)[cH:21][cH:22][cH:23]1. Starting materials: CC(=O)Nc1cc(Br)ccc1[N+](=O)[O-], O=C(c1ccccc1)N1CCNCC1. The product is CC(=O)Nc1cc(N2CCN(C(=O)c3ccccc3)CC2)ccc1[N+](=O)[O-]. As a reaction SMILES: [Br:1][c:2]1[cH:3][cH:4][c:5]([N+:12](=[O:13])[O-:14])[c:6]([NH:8][C:9]([CH3:10])=[O:11])[cH:7]1.[C:15]([c:16]1[cH:17][cH:18][cH:19][cH:20][cH:21]1)(=[O:22])[N:23]1[CH2:24][CH2:25][NH:26][CH2:27][CH2:28]1>>[c:2]1([N:26]2[CH2:25][CH2:24][N:23]([C:15]([c:16]3[cH:17][cH:18][cH:19][cH:20][cH:21]3)=[O:22])[CH2:28][CH2:27]2)[cH:3][cH:4][c:5]([N+:12](=[O:13])[O-:14])[c:6]([NH:8][C:9]([CH3:10])=[O:11])[cH:7]1. Reactants: C(C)(C)(C)OC(=O)N1CCC(=CC1)C1=COC2=C1C=NC(=C2O[C@H](C)C2=C(C(=CC=C2Cl)F)Cl)N (4-{6-amino-7-[(R)-1-(2,6-dichloro-3-fluorophenyl)ethoxy]furo[3,2-c]pyridin-3-yl}-3,6-dihydro-2H-pyridine-1-carboxylic acid tert-butyl ester). The product is ClC1=C(C(=CC=C1F)Cl)[C@@H](C)OC=1C2=C(C=NC1N)C(=CO2)C=2CCNCC2 (7-[(R)-1-(2,6-Dichloro-3-fluorophenyl)ethoxy]-3-(1,2,3,6-tetrahydropyridin-4-yl)-furo[3,2-c]pyridin-6-ylamine). As a reaction SMILES: C(OC([N:8]1[CH2:13][CH:12]=[C:11]([C:14]2[C:18]3[CH:19]=[N:20][C:21]([NH2:35])=[C:22]([O:23][C@@H:24]([C:26]4[C:31]([Cl:32])=[CH:30][CH:29]=[C:28]([F:33])[C:27]=4[Cl:34])[CH3:25])[C:17]=3[O:16][CH:15]=2)[CH2:10][CH2:9]1)=O)(C)(C)C>Cl.O1CCOCC1>[Cl:34][C:27]1[C:28]([F:33])=[CH:29][CH:30]=[C:31]([Cl:32])[C:26]=1[C@H:24]([O:23][C:22]1[C:17]2[O:16][CH:15]=[C:14]([C:11]3[CH2:12][CH2:13][NH:8][CH2:9][CH:10]=3)[C:18]=2[CH:19]=[N:20][C:21]=1[NH2:35])[CH3:25]. Procedure: A solution of 4-{6-amino-7-[(R)-1-(2,6-dichloro-3-fluorophenyl)ethoxy]furo[3,2-c]pyridin-3-yl}-3,6-dihydro-2H-pyridine-1-carboxylic acid tert-butyl ester (98.0 mg, 0.188 mmol) in 4 M HCl in 1,4-dioxane (8 mL) was cooled to 0° C., then stirred at 50° C. for 2 h. The material was concentrated in vacuo and then extracted with DCM and sat. aq. NaHCO3. The organic layer was concentrated in vacuo to afford the title compound as a brown solid. 1H NMR (CDCl3, 400 MHz): δ=1.86 (d, J=6.8 Hz, 3H), 2.37-2.4... Run at temperature 50 celsius, time 2 hour. Run in Cl (HCl), O1CCOCC1 (1,4-dioxane). Starting materials: O=C([O-])O, CCc1nc(-c2ccc(Cl)cc2Cl)c(CC)nc1NC1CN(C(=O)OCc2ccccc2)CC1OC(=O)c1ccc([N+](=O)[O-])cc1, CO, [Li+], [Na+], [OH-]. The product is CCc1nc(-c2ccc(Cl)cc2Cl)c(CC)nc1NC1CN(C(=O)OCc2ccccc2)CC1O. RXN SMILES: [C:49](=[O:50])([OH:51])[O-:52].[CH2:1]([c:2]1[cH:3][cH:4][cH:5][cH:6][cH:7]1)[O:8][C:9](=[O:10])[N:11]1[CH2:12][CH:13]([NH:28][c:29]2[n:30][c:31]([CH2:45][CH3:46])[c:32](-[c:37]3[c:38]([Cl:44])[cH:39][c:40]([Cl:43])[cH:41][cH:42]3)[n:33][c:34]2[CH2:35][CH3:36])[CH:14]([O:16][C:17](=[O:18])[c:19]2[cH:20][cH:21][c:22]([N+:23]([O-:24])=[O:25])[cH:26][cH:27]2)[CH2:15]1.[CH3:54][OH:55].[Li+:48].[Na+:53].[OH-:47]>>[CH2:1]([c:2]1[cH:3][cH:4][cH:5][cH:6][cH:7]1)[O:8][C:9](=[O:10])[N:11]1[CH2:12][CH:13]([NH:28][c:29]2[n:30][c:31]([CH2:45][CH3:46])[c:32](-[c:37]3[c:38]([Cl:44])[cH:39][c:40]([Cl:43])[cH:41][cH:42]3)[n:33][c:34]2[CH2:35][CH3:36])[CH:14]([OH:16])[CH2:15]1. The reactants are O=C1CCC(=O)N1Br, CCCCC(CC)COc1cc2c3c(cccc3c1)C(=O)c1ccccc1-2, CN(C)C=O. Product: CCCCC(CC)COc1cc2c3c(cccc3c1Br)C(=O)c1ccccc1-2. As a reaction SMILES: [Br:28][N:29]1[C:30](=[O:31])[CH2:32][CH2:33][C:34]1=[O:35].[CH2:1]([CH3:2])[CH:3]([CH2:4][O:5][c:6]1[cH:7][c:8]2[c:9]3[c:10]([cH:11][cH:12][cH:13][c:14]3[C:15](=[O:22])[c:16]3[cH:17][cH:18][cH:19][cH:20][c:21]3-2)[cH:23]1)[CH2:24][CH2:25][CH2:26][CH3:27].[O:36]=[CH:37][N:38]([CH3:39])[CH3:40]>>[CH2:1]([CH3:2])[CH:3]([CH2:4][O:5][c:6]1[cH:7][c:8]2[c:9]3[c:10]([cH:11][cH:12][cH:13][c:14]3[C:15](=[O:22])[c:16]3[cH:17][cH:18][cH:19][cH:20][c:21]3-2)[c:23]1[Br:28])[CH2:24][CH2:25][CH2:26][CH3:27].